This data is from the Open Reaction Database (ORD), a public repository of structured organic reaction records. The task is: describe an organic reaction: reactants, conditions, products, and yield The reactants are CCC(C)=O, CCOC(=O)c1ccc2oc(-c3ccccc3)c(OCCCCl)c(=O)c2c1, [I-], [Na+], [Na+], O=C([O-])O, c1ccc2nc(CN3CCNCC3)ccc2c1. Product: CCOC(=O)c1ccc2oc(-c3ccccc3)c(OCCCN3CCN(Cc4ccc5ccccc5n4)CC3)c(=O)c2c1. RXN SMILES: [CH3:52][C:53](=[O:54])[CH2:55][CH3:56].[Cl:1][CH2:2][CH2:3][CH2:4][O:5][c:6]1[c:7](-[c:22]2[cH:23][cH:24][cH:25][cH:26][cH:27]2)[o:8][c:9]2[cH:10][cH:11][c:12]([C:17](=[O:18])[O:19][CH2:20][CH3:21])[cH:13][c:14]2[c:15]1=[O:16].[I-:51].[Na+:45].[Na+:50].[OH:46][C:47](=[O:48])[O-:49].[n:28]1[c:29]([CH2:38][N:39]2[CH2:40][CH2:41][NH:42][CH2:43][CH2:44]2)[cH:30][cH:31][c:32]2[cH:33][cH:34][cH:35][cH:36][c:37]12>>[CH2:2]([CH2:3][CH2:4][O:5][c:6]1[c:7](-[c:22]2[cH:23][cH:24][cH:25][cH:26][cH:27]2)[o:8][c:9]2[cH:10][cH:11][c:12]([C:17](=[O:18])[O:19][CH2:20][CH3:21])[cH:13][c:14]2[c:15]1=[O:16])[N:42]1[CH2:41][CH2:40][N:39]([CH2:38][c:29]2[n:28][c:37]3[c:32]([cH:31][cH:30]2)[cH:33][cH:34][cH:35][cH:36]3)[CH2:44][CH2:43]1.